This data is from the Open Reaction Database (ORD), a public repository of structured organic reaction records. The task is: describe an organic reaction: reactants, conditions, products, and yield The reactants are ClC=1C(=CC=2C(=NC=3N(C=C(C(C3C2)=O)C(=O)O)NC)C1)F (8-chloro-7-fluoro-1-methylamino-4-oxo-1,4-dihydrobenzo[b][1,8]naphthyridine-3-carboxylic acid), FC1=CC=C(C=C1)N1CCNCC1 (4-(4-fluorophenyl)piperazine), C(C)O (ethanol). Run in N1=CC=CC=C1 (pyridine). The product is FC1=CC=2C(=NC=3N(C=C(C(C3C2)=O)C(=O)O)NC)C=C1N1CCN(CC1)C1=CC=C(C=C1)F (7-fluoro-8-[4-(4-fluorophenyl)piperazin-1-yl]-1-methylamino-4-oxo-1,4-dihydrobenzo[b][1,8]naph-thyridine-3-carboxylic acid). The yield is 28.7%. Reaction SMILES: Cl[C:2]1[C:3]([F:22])=[CH:4][C:5]2[C:6]([CH:21]=1)=[N:7][C:8]1[N:9]([NH:19][CH3:20])[CH:10]=[C:11]([C:16]([OH:18])=[O:17])[C:12](=[O:15])[C:13]=1[CH:14]=2.[F:23][C:24]1[CH:29]=[CH:28][C:27]([N:30]2[CH2:35][CH2:34][NH:33][CH2:32][CH2:31]2)=[CH:26][CH:25]=1.C(O)C>N1C=CC=CC=1>[F:22][C:3]1[C:2]([N:33]2[CH2:32][CH2:31][N:30]([C:27]3[CH:26]=[CH:25][C:24]([F:23])=[CH:29][CH:28]=3)[CH2:35][CH2:34]2)=[CH:21][C:6]2=[N:7][C:8]3[N:9]([NH:19][CH3:20])[CH:10]=[C:11]([C:16]([OH:18])=[O:17])[C:12](=[O:15])[C:13]=3[CH:14]=[C:5]2[CH:4]=1. Procedure details: 7-Fluoro-8-[4-(4-fluorophenyl)piperazin-1-yl]-1-methylamino-4-oxo-1,4-dihydrobenzo[b][1,8]naph-thyridine-3-carboxylic acid was prepared under the conditions of Example 2, but from 3.2 g of 8-chloro-7-fluoro-1-methylamino-4-oxo-1,4-dihydrobenzo[b][1,8]naphthyridine-3-carboxylic acid and 9 g of 4-(4-fluorophenyl)piperazine in 30 cm3 of pyridine for 28 hours. After concentrating the reaction mixture to dryness under reduced pressure (20 kPa) at approximately 60° C., the residue was taken up twice i... Starting materials: C(C)(C)N(CC)C(C)C (diisopropylethylamine), BrC1=CC(=C(C=C1)[N+](=O)[O-])F (4-bromo-2-fluoro-1-nitrobenzene), O1CCC(CC1)N1CCC(CC1)N (1-(tetrahydro-2H-pyran-4-yl)-4-piperidinamine), O1CCC(CC1)N1CCC(CC1)N (1-(Tetrahydro-2H-pyran-4-yl)-4-piperidinamine), ClCCl (dichloromethane). Run in CN(C=O)C (dimethylformamide). Yields the product BrC=1C=CC(=C(C1)NC1CCN(CC1)C1CCOCC1)[N+](=O)[O-] (N-(5-bromo-2-nitrophenyl)-1-(tetrahydro-2H-pyran-4-yl)-4-piperidinamine). The yield is 97.6%. RXN SMILES: [Br:1][C:2]1[CH:7]=[CH:6][C:5]([N+:8]([O-:10])=[O:9])=[C:4](F)[CH:3]=1.[O:12]1[CH2:17][CH2:16][CH:15]([N:18]2[CH2:23][CH2:22][CH:21]([NH2:24])[CH2:20][CH2:19]2)[CH2:14][CH2:13]1.C(N(C(C)C)CC)(C)C.ClCCl>CN(C)C=O>[Br:1][C:2]1[CH:7]=[CH:6][C:5]([N+:8]([O-:10])=[O:9])=[C:4]([NH:24][CH:21]2[CH2:20][CH2:19][N:18]([CH:15]3[CH2:16][CH2:17][O:12][CH2:13][CH2:14]3)[CH2:23][CH2:22]2)[CH:3]=1. Procedure: To a mixture of 4-bromo-2-fluoro-1-nitrobenzene (1.05 g, 0.0048 mol) and 1-(tetrahydro-2H-pyran-4-yl)-4-piperidinamine (0.883 g, 0.0048 mol) D9 in dimethylformamide (10 mL) was added diisopropylethylamine (1.175 mL, 0.0068 mol). The resulting mixture was sealed in a 20 mL Biotage Process Vial and irradiated at 200° C. for 1 min in the Smith Synthesizer. After irradiation, dichloromethane (15 mL) was added to the reaction solution. The resulted solution was washed with H2O (2×10 mL). The combined... Starting materials: C(C)(C)(C)C1=CC(=C(C(=C1)[N+](=O)[O-])Cl)[N+](=O)[O-] (4-t-butyl-2,6-dinitro chlorobenzene), C(C)NCC1(OCCO1)C (2-(ethylamino)methyl-2-methyl-1,3-dioxolane), C1(=CC=CC=C1)C (toluene). The solvent is C(C)O (Ethanol). Run at temperature 70 celsius. Product: C(C)N(C1=C(C=C(C=C1[N+](=O)[O-])C(C)(C)C)[N+](=O)[O-])CC1(OCCO1)C (N-ethyl-(2-methyl-1,3-dioxolane-2-yl)methyl-4-t-butyl-2,6-dinitroaniline). Yield: 54.4%. Reaction SMILES: [C:1]([C:5]1[CH:10]=[C:9]([N+:11]([O-:13])=[O:12])[C:8](Cl)=[C:7]([N+:15]([O-:17])=[O:16])[CH:6]=1)([CH3:4])([CH3:3])[CH3:2].[CH2:18]([NH:20][CH2:21][C:22]1([CH3:27])[O:26][CH2:25][CH2:24][O:23]1)[CH3:19].C1(C)C=CC=CC=1>C(O)C>[CH2:18]([N:20]([CH2:21][C:22]1([CH3:27])[O:26][CH2:25][CH2:24][O:23]1)[C:8]1[C:9]([N+:11]([O-:13])=[O:12])=[CH:10][C:5]([C:1]([CH3:4])([CH3:3])[CH3:2])=[CH:6][C:7]=1[N+:15]([O-:17])=[O:16])[CH3:19]. Reported procedure: 4-t-butyl-2,6-dinitro chlorobenzene (2.5 grams; 0.01 mole), 2-(ethylamino)methyl-2-methyl-1,3-dioxolane (2.9 grams; 0.02 mole) and toluene (50 ml) were placed into a glass reaction vessel equipped with a stirrer, oil bath and thermometer and heated to 70° C. with stirrer for 30 hours. Ethanol (50 ml) was added to the cooled mixture and the solid filtered therefrom. The filtrate was evaporated to a volume of approximately 10 ml. It was then chromatographed on silica gel to yield the desired produ... Reactants: N1(N=CC=C1)C=1C=CC2=C(CCO[C@H]2CCO)C1 (2-[(1S)-6-(1H-pyrazol-1-yl)-3,4-dihydro-1H-2-benzopyran-1-yl]ethanol), CS(=O)(=O)Cl (methanesulfonyl chloride), CS(=O)(=O)OCC[C@@H]1OCCC2=C1C=CC(=C2)C(=O)N (2-[(1S)-6-(aminocarbonyl)-3,4-dihydro-1H-2-benzopyran-1-yl]ethyl methanesulfonate). Yields the product CS(=O)(=O)OCC[C@@H]1OCCC2=C1C=CC(=C2)N2N=CC=C2 (2-[(1S)-6-(1H-Pyrazol-1-yl)-3,4-dihydro-1H-2-benzopyran-1-yl]ethyl methanesulfonate). Reaction SMILES: [N:1]1([C:6]2[CH:7]=[CH:8][C:9]3[C@H:14]([CH2:15][CH2:16][OH:17])[O:13][CH2:12][CH2:11][C:10]=3[CH:18]=2)[CH:5]=[CH:4][CH:3]=[N:2]1.[CH3:19][S:20](Cl)(=[O:22])=[O:21].CS(OCC[C@H]1C2C=CC(C(N)=O)=CC=2CCO1)(=O)=O>>[CH3:19][S:20]([O:17][CH2:16][CH2:15][C@H:14]1[C:9]2[CH:8]=[CH:7][C:6]([N:1]3[CH:5]=[CH:4][CH:3]=[N:2]3)=[CH:18][C:10]=2[CH2:11][CH2:12][O:13]1)(=[O:22])=[O:21]. Reported procedure: Prepared from 2-[(1S)-6-(1H-pyrazol-1-yl)-3,4-dihydro-1H-2-benzopyran-1-yl]ethanol and methanesulfonyl chloride, as described for the preparation of 2-[(1S)-6-(aminocarbonyl)-3,4-dihydro-1H-2-benzopyran-1-yl]ethyl methanesulfonate. Starting materials: CC=1C=C2C3=C(NC2=CC1)CC1CCC3N1 (2-methyl-5,6,7,8,9,10-hexahydro-7,10-epiminocyclohepta[b]indole), C1(O)=CC=C(O)C=C1 (hydroquinone), [Na] (sodium), paraffin, CC1=NC=C(C=C1)C=C (2-methyl-5-vinylpyridine). Run in CS(=O)C (dimethyl sulfoxide), O (water). Conditions: temperature 100 celsius, time 48 hour. The product is CC=1C=C2C3=C(N(C2=CC1)CCC=1C=NC(=CC1)C)CC1CCC3N1 (2-methyl-5-[2-(6-methylpyridin-3-yl)ethyl]-5,6,7,8,9,10-hexahydro-7,10-epiminocyclohepta[b]indole). As a reaction SMILES: [CH3:1][C:2]1[CH:3]=[C:4]2[C:8](=[CH:9][CH:10]=1)[NH:7][C:6]1[CH2:11][CH:12]3[NH:16][CH:15]([C:5]2=1)[CH2:14][CH2:13]3.C1(C=CC(O)=CC=1)O.[Na].[CH3:26][C:27]1[CH:32]=[CH:31][C:30]([CH:33]=[CH2:34])=[CH:29][N:28]=1>CS(C)=O.O>[CH3:1][C:2]1[CH:3]=[C:4]2[C:8](=[CH:9][CH:10]=1)[N:7]([CH2:34][CH2:33][C:30]1[CH:29]=[N:28][C:27]([CH3:26])=[CH:32][CH:31]=1)[C:6]1[CH2:11][CH:12]3[NH:16][CH:15]([C:5]2=1)[CH2:14][CH2:13]3 |^1:24|. Procedure details: A suspension of 2-methyl-5,6,7,8,9,10-hexahydro-7,10-epiminocyclohepta[b]indole (170 mg, 0.80 mmol; Example 4A), hydroquinone (9 mg, 0.08 mmol), and -32% sodium in paraffin (79 mg, 1.1 mmol; Aldrich) in anhydrous dimethyl sulfoxide (800 μL) was sealed in a septum-capped reaction tube. After thoroughly evacuating and purging the vessel with nitrogen, 2-methyl-5-vinylpyridine (143 mg, 1.2 mmol, International Publication No. WO2001/017968) was added, and the reaction was stirred at 100° C. for 48 h... Starting materials: C(C)(C)(C)[Si](C1=CC=CC=C1)(C1=CC=CC=C1)OC1=CC(=C(C=C1)Cl)CBr (tert-butyl(3-bromomethyl-4-chlorophenoxy) diphenylsilane), C(C)(C)(C)OC(=O)N1CC(NCC1)=O (tert-Butyl-3-oxopiperazine-1-carboxylate), [H-].[Na+] (Sodium hydride). Run in CN(C)C=O (DMF), CN(C)C=O (DMF), CCCCCC (hexane). Run at time 1 hour. The product is [Si](C1=CC=CC=C1)(C1=CC=CC=C1)(C(C)(C)C)OC=1C=CC(=C(CN2C(CN(CC2)C(=O)OC(C)(C)C)=O)C1)Cl (tert-Butyl 4-(5-{[tert-butyl(diphenyl)silyl]oxy}-2-chlorobenzyl)-3-oxopiperazine-1-carboxylate). RXN SMILES: [H-].[Na+].[C:3]([O:7][C:8]([N:10]1[CH2:15][CH2:14][NH:13][C:12](=[O:16])[CH2:11]1)=[O:9])([CH3:6])([CH3:5])[CH3:4].[C:17]([Si:21]([O:34][C:35]1[CH:40]=[CH:39][C:38]([Cl:41])=[C:37]([CH2:42]Br)[CH:36]=1)([C:28]1[CH:33]=[CH:32][CH:31]=[CH:30][CH:29]=1)[C:22]1[CH:27]=[CH:26][CH:25]=[CH:24][CH:23]=1)([CH3:20])([CH3:19])[CH3:18]>CCCCCC.CN(C=O)C>[Si:21]([O:34][C:35]1[CH:40]=[CH:39][C:38]([Cl:41])=[C:37]([CH:36]=1)[CH2:42][N:13]1[CH2:14][CH2:15][N:10]([C:8]([O:7][C:3]([CH3:6])([CH3:4])[CH3:5])=[O:9])[CH2:11][C:12]1=[O:16])([C:17]([CH3:19])([CH3:20])[CH3:18])([C:28]1[CH:29]=[CH:30][CH:31]=[CH:32][CH:33]=1)[C:22]1[CH:23]=[CH:24][CH:25]=[CH:26][CH:27]=1 |f:0.1|. Reported procedure: Sodium hydride (60% dispersion in mineral oil) (3.50 g, 0.0874 mmol) was washed with hexane, suspended in DMF (100 mL) at 0° C. with stirring under Ar, then treated with tert-Butyl-3-oxopiperazine-1-carboxylate (15.0 g, 0.728 mol). After 1 h, tert-butyl(3-bromomethyl-4-chlorophenoxy) diphenylsilane (33.34 g, 0.0728 mol) in DMF (50 mL) was added dropwise, and the reaction mixture was left to warm to room temperature overnight. The reaction mixture partitioned between EtOAc/hexane (50/50) and H2O,... Starting materials: C(C(=O)C1=CC=CC=C1)Br (phenacyl bromide), ice water, C1(CCCCC1)NC([C@@H](NC(=O)OC(C)(C)C)CC1=CC=C(C=C1)O)=O (t-butyloxycarbonyl-4-hydroxy-L-phenylalanine cyclohexylamide), [H-].[Na+] (sodium hydride). Run in CN(C=O)C (N,N-dimethylformamide), CN(C=O)C (N,N-dimethylformamide). Run at time 30 minute. The product is C1(CCCCC1)NC([C@@H](NC(=O)OC(C)(C)C)CC1=CC=C(C=C1)OCC(=O)C1=CC=CC=C1)=O (N-(t-butyloxycarbonyl)-4-phenacyloxy-L-phenylalanine cyclohexylamide). Isolated yield 85.2%. As a reaction SMILES: [CH:1]1([NH:7][C:8](=[O:26])[C@H:9]([CH2:18][C:19]2[CH:24]=[CH:23][C:22]([OH:25])=[CH:21][CH:20]=2)[NH:10][C:11]([O:13][C:14]([CH3:17])([CH3:16])[CH3:15])=[O:12])[CH2:6][CH2:5][CH2:4][CH2:3][CH2:2]1.[H-].[Na+].[CH2:29](Br)[C:30]([C:32]1[CH:37]=[CH:36][CH:35]=[CH:34][CH:33]=1)=[O:31]>CN(C)C=O>[CH:1]1([NH:7][C:8](=[O:26])[C@H:9]([CH2:18][C:19]2[CH:24]=[CH:23][C:22]([O:25][CH2:29][C:30]([C:32]3[CH:37]=[CH:36][CH:35]=[CH:34][CH:33]=3)=[O:31])=[CH:21][CH:20]=2)[NH:10][C:11]([O:13][C:14]([CH3:15])([CH3:17])[CH3:16])=[O:12])[CH2:6][CH2:5][CH2:4][CH2:3][CH2:2]1 |f:1.2|. Reported procedure: A mixture of N-(t-butyloxycarbonyl)-4-benzyloxy-L-phenylalanine cyclohexylamide (0.68 g) obtained in Example 4, palladium black (0.10 g), cyclohexene (4 ml), and ethanol (20 ml) was allowed to react under reflux of ethanol for one hour, while stirring. After cooling, the solid was filtered off and the filtrate was concentrated under reduced pressure to obtain N-(t-butyloxycarbonyl-4-hydroxy-L-phenylalanine cyclohexylamide (I) (0.54 g). The compound (I) (0.54 g) was dissolved, without purificatio... The reactants are C(C1=CC=CC=C1)N1CCN(CC1)C=1N=CC2=C(N1)CN(C2=O)C2CCCCC2 (2-(4-Benzylpiperazino)-6-cyclohexyl-5-oxo-5,6-dihydro(7H)pyrrolo[3,4-d]pyrimidine), N1=CN=CC=C1 (pyrimidine). Reagents/catalysts: [Pd] (Pd-C), [Pd] (Pd-C). The solvent is C(C)O (ethanol). Product: C1(CCCCC1)N1CC=2N=C(N=CC2C1=O)N1CCNCC1 (6-Cyclohexyl-5-oxo-2-piperazino-5,6-dihydro(7H)pyrrolo[3,4-d]pyrimidine). Yield: 99.4%. As a reaction SMILES: C([N:8]1[CH2:13][CH2:12][N:11]([C:14]2[N:15]=[CH:16][C:17]3[C:22](=[O:23])[N:21]([CH:24]4[CH2:29][CH2:28][CH2:27][CH2:26][CH2:25]4)[CH2:20][C:18]=3[N:19]=2)[CH2:10][CH2:9]1)C1C=CC=CC=1.N1C=CC=NC=1>C(O)C.[Pd]>[CH:24]1([N:21]2[C:22](=[O:23])[C:17]3[CH:16]=[N:15][C:14]([N:11]4[CH2:12][CH2:13][NH:8][CH2:9][CH2:10]4)=[N:19][C:18]=3[CH2:20]2)[CH2:29][CH2:28][CH2:27][CH2:26][CH2:25]1. Procedure: Dissolved in 30 ml of ethanol was 1.2 g (3.07 mmol, Referential Example 79) of 2-(4-benzylpiperazino)-6-cyclohexyl-5-oxo-5,6-dihydro(7H)pyrrolo-[3,4-d]pyrimidine, followed by an addition of 0.16 g of 10% Pd-C. The pyrimidine derivative was hydrogenated at 60° C. After completion of the reaction, Pd-C was filtered off and ethanol was distilled off to obtain 0.92 g of the above-identified compound as crystals (yield: about 100%).